describe an organic reaction: reactants, conditions, products, and yield From a dataset of the Open Reaction Database (ORD), a public repository of structured organic reaction records. Reactants: CoCl2.6H2O, CC(C(=NO)C)=NO (dimethylglyoxime), [BH4-].[Na+] (NaBH4), C1(CCCC1)COC1=CC=C(C=C2C(NC(S2)=O)=O)C=C1 (5-(4-(cyclopentylmethoxy)benzylidene)thiazolidine-2,4-dione), C(C)(=O)O (acetic acid). The reagents and catalysts are [OH-].[Na+] (NaOH). Run in O (water), O (water), C1CCOC1.CN(C)C=O (THF DMF). Reaction conditions: temperature 0 celsius, time 20 minute. The product is C1(CCCC1)COC1=CC=C(CC2C(NC(S2)=O)=O)C=C1 (5-(4-(cyclopentylmethoxy)benzyl)thiazolidine-2,4-dione), solid. Yield: 79.0%. As a reaction SMILES: CC(=NO)C(C)=NO.[BH4-].[Na+].[CH:11]1([CH2:16][O:17][C:18]2[CH:31]=[CH:30][C:21]([CH:22]=[C:23]3[S:27][C:26](=[O:28])[NH:25][C:24]3=[O:29])=[CH:20][CH:19]=2)[CH2:15][CH2:14][CH2:13][CH2:12]1.C(O)(=O)C>O.[OH-].[Na+].C1COCC1.CN(C=O)C>[CH:11]1([CH2:16][O:17][C:18]2[CH:31]=[CH:30][C:21]([CH2:22][CH:23]3[S:27][C:26](=[O:28])[NH:25][C:24]3=[O:29])=[CH:20][CH:19]=2)[CH2:15][CH2:14][CH2:13][CH2:12]1 |f:1.2,6.7,8.9|. Procedure: To the suspension containing CoCl2.6H2O (4.6 mg, 0.016 mmol) and dimethylglyoxime (76.4 mg, 0.65 mmol) in 10 ml of water, 4 drops of 1.0N NaOH and NaBH4 (427.6 mg, 11.12 mmol) were subsequently added. The mixture was cooled to 0° C., and 5-(4-(cyclopentylmethoxy)benzylidene)thiazolidine-2,4-dione (1 g, 3.27 mmol) in 15 ml of THF-DMF (2:1) was added thereto over 20 minutes. The mixture was stirred at room temperature for 18 hours, to which acetic acid was then added until the pH thereof reached a... The reactants are [Cl-].[NH4+] (ammonium chloride), FC=1C=C(C=CC1F)Br (3,4-difluorobromobenzene), [Mg] (magnesium), CI (methyl iodide). Reagents/catalysts: [Cu]I (copper(I) iodide). Run in O1CCCC1 (tetrahydrofuran), O1CCCC1 (THF). The product is FC1=C(C=CC=C1F)C (2,3-difluorotoluene). Reaction SMILES: [F:1][C:2]1[CH:3]=[C:4](Br)[CH:5]=[CH:6][C:7]=1[F:8].[Mg].[CH3:11]I.[Cl-].[NH4+]>O1CCCC1.[Cu]I>[F:1][C:2]1[C:7]([F:8])=[CH:6][CH:5]=[CH:4][C:3]=1[CH3:11] |f:3.4|. Procedure: Under a nitrogen atmosphere, 82.5 g of 3,4-difluorobromobenzene (1) dissolved in 150 mL of tetrahydrofuran (THF) was added dropwise to 12.5 g of dried magnesium, and after completing the dropwise addition, the mixture was refluxed for 1 hour. The resulting solution was added dropwise to 15 mL of THF having 91.5 g of methyl iodide and 12.3 g of copper(I) iodide added thereto under cooling with an ice bath. After stirring over night, a saturated ammonium chloride aqueous solution was added thereto... The reactants are C(C)OC(=O)C1C(C2=C(CN1CC1=C(C=C(C=C1)OC)OC)N=C(S2)C2=CC=C(C=C2)C(C)(C)C)=O (2-(4-tert-Butyl-phenyl)-5-(2,4-dimethoxy-benzyl)-7-oxo-4,5,6,7-tetrahydro-thiazolo[4,5-c]pyridine-6-carboxylic acid ethyl ester), S(=O)(Cl)Cl (thionyl chloride). Run in ClCCl (dichloromethane). Run at time 5 hour. Product: C(C)OC(=O)C1=C(C2=C(C=N1)N=C(S2)C2=CC=C(C=C2)C(C)(C)C)O (2-(4-tert-Butyl-phenyl)-7-hydroxy-thiazolo[4,5-c]pyridine-6-carboxylic acid ethyl ester). The yield is 60.1%. As a reaction SMILES: [CH2:1]([O:3][C:4]([CH:6]1[N:11](CC2C=CC(OC)=CC=2OC)[CH2:10][C:9]2[N:23]=[C:24]([C:26]3[CH:31]=[CH:30][C:29]([C:32]([CH3:35])([CH3:34])[CH3:33])=[CH:28][CH:27]=3)[S:25][C:8]=2[C:7]1=[O:36])=[O:5])[CH3:2].S(Cl)(Cl)=O>ClCCl>[CH2:1]([O:3][C:4]([C:6]1[N:11]=[CH:10][C:9]2[N:23]=[C:24]([C:26]3[CH:27]=[CH:28][C:29]([C:32]([CH3:35])([CH3:34])[CH3:33])=[CH:30][CH:31]=3)[S:25][C:8]=2[C:7]=1[OH:36])=[O:5])[CH3:2]. Reported procedure: 2-(4-tert-Butyl-phenyl)-5-(2,4-dimethoxy-benzyl)-7-oxo-4,5,6,7-tetrahydro-thiazolo[4,5-c]pyridine-6-carboxylic acid ethyl ester (0.5 g, 0.98 mmol) was dissolved in 6.7 mL of anhydrous dichloromethane. To the solution was added 108 μL of thionyl chloride, and the reaction was stirred for 5 h. The solution was filtered on a fine glass frit filter to collect a white solid precipitate. The solid was washed twice with cold dichloromethane and then partitioned between saturated sodium bicarbonate solu... The reactants are CC(=O)O, CO, COC(=O)CCCCCCC(=O)NC12CC3CC(CC(C3)C1)C2, Cl, NO, [Na], O. Product: [NH-]O, O=C(O)CCCCCCC(=O)NC12CC3CC(CC(C3)C1)C2. RXN SMILES: [CH3:28][C:29](=[O:30])[OH:31].[CH3:32][OH:33].[CH3:5][O:6][C:7]([CH2:8][CH2:9][CH2:10][CH2:11][CH2:12][CH2:13][C:14]([NH:15][C:16]12[CH2:17][CH:18]3[CH2:19][CH:20]([CH2:21][CH:22]([CH2:23]1)[CH2:24]3)[CH2:25]2)=[O:26])=[O:27].[ClH:1].[NH2:2][OH:3].[Na:4].[OH2:34]>>[NH-:2][OH:3].[O:6]=[C:7]([CH2:8][CH2:9][CH2:10][CH2:11][CH2:12][CH2:13][C:14]([NH:15][C:16]12[CH2:17][CH:18]3[CH2:19][CH:20]([CH2:21][CH:22]([CH2:23]1)[CH2:24]3)[CH2:25]2)=[O:26])[OH:27]. Starting materials: CCO, N#CN, CCOC(=N)CCSCc1csc(NC(=N)N)n1. Yields the product N#CNC(=N)CCSCc1csc(NC(=N)N)n1. As a reaction SMILES: [CH3:22][CH2:23][OH:24].[NH2:19][C:20]#[N:21].[NH:1]([C:2](=[NH:3])[NH2:4])[c:5]1[s:6][cH:7][c:8]([CH2:10][S:11][CH2:12][CH2:13][C:14]([O:15][CH2:16][CH3:17])=[NH:18])[n:9]1>>[NH:1]([C:2](=[NH:3])[NH2:4])[c:5]1[s:6][cH:7][c:8]([CH2:10][S:11][CH2:12][CH2:13][C:14](=[NH:18])[NH:21][C:20]#[N:19])[n:9]1. Starting materials: CN(C)C=O, CC#N, Cc1c(CN2CCN(c3nccnc3-c3ccc(CCl)cc3)CC2)cnn1C, Cl, Cl, Cl, [H-], [Na+], O, c1c[nH]cn1. Yields the product Cl, Cc1c(CN2CCN(c3nccnc3-c3ccc(Cn4ccnc4)cc3)CC2)cnn1C. RXN SMILES: [CH3:39][N:40]([CH3:41])[CH:42]=[O:43].[CH3:44][C:45]#[N:46].[Cl:10][CH2:11][c:12]1[cH:13][cH:14][c:15](-[c:18]2[c:19]([N:24]3[CH2:25][CH2:26][N:27]([CH2:30][c:31]4[cH:32][n:33][n:34]([CH3:37])[c:35]4[CH3:36])[CH2:28][CH2:29]3)[n:20][cH:21][cH:22][n:23]2)[cH:16][cH:17]1.[ClH:38].[ClH:8].[ClH:9].[H-:6].[Na+:7].[OH2:47].[nH:1]1[cH:2][n:3][cH:4][cH:5]1>>[ClH:10].[n:1]1([CH2:11][c:12]2[cH:13][cH:14][c:15](-[c:18]3[c:19]([N:24]4[CH2:25][CH2:26][N:27]([CH2:30][c:31]5[cH:32][n:33][n:34]([CH3:37])[c:35]5[CH3:36])[CH2:28][CH2:29]4)[n:20][cH:21][cH:22][n:23]3)[cH:16][cH:17]2)[cH:2][n:3][cH:4][cH:5]1.